Dataset: the Open Reaction Database (ORD), a public repository of structured organic reaction records. Task: describe an organic reaction: reactants, conditions, products, and yield Starting materials: CCO, CC(C)(C)OC(=O)N1CCC(n2ncc3c(N4CC5CCC(C4)O5)nc(Cl)nc32)CC1, O=[N+]([O-])c1ccc(B(O)O)cc1, [Na+], [Na+], O=C([O-])[O-], Cc1ccccc1, c1ccc(P(c2ccccc2)(c2ccccc2)[Pd](P(c2ccccc2)(c2ccccc2)c2ccccc2)(P(c2ccccc2)(c2ccccc2)c2ccccc2)P(c2ccccc2)(c2ccccc2)c2ccccc2)cc1. Product: CC(C)(C)OC(=O)N1CCC(n2ncc3c(N4CC5CCC(C4)O5)nc(-c4ccc([N+](=O)[O-])cc4)nc32)CC1. RXN SMILES: [CH2:44]([OH:45])[CH3:46].[CH:1]12[CH2:2][N:3]([c:9]3[c:10]4[c:11]([n:12][c:13]([Cl:15])[n:14]3)[n:16]([CH:19]3[CH2:20][CH2:21][N:22]([C:25](=[O:26])[O:27][C:28]([CH3:29])([CH3:30])[CH3:31])[CH2:23][CH2:24]3)[n:17][cH:18]4)[CH2:4][CH:5]([CH2:6][CH2:7]1)[O:8]2.[N+:32](=[O:33])([O-:34])[c:35]1[cH:36][cH:37][c:38]([B:41]([OH:42])[OH:43])[cH:39][cH:40]1.[Na+:54].[Na+:55].[O-:56][C:57](=[O:58])[O-:59].[c:47]1([CH3:48])[cH:49][cH:50][cH:51][cH:52][cH:53]1.[cH:60]1[cH:61][cH:62][c:63]([P:64]([Pd:65]([P:66]([c:67]2[cH:68][cH:69][cH:70][cH:71][cH:72]2)([c:73]2[cH:74][cH:75][cH:76][cH:77][cH:78]2)[c:79]2[cH:80][cH:81][cH:82][cH:83][cH:84]2)([P:85]([c:86]2[cH:87][cH:88][cH:89][cH:90][cH:91]2)([c:92]2[cH:93][cH:94][cH:95][cH:96][cH:97]2)[c:98]2[cH:99][cH:100][cH:101][cH:102][cH:103]2)[P:104]([c:105]2[cH:106][cH:107][cH:108][cH:109][cH:110]2)([c:111]2[cH:112][cH:113][cH:114][cH:115][cH:116]2)[c:117]2[cH:118][cH:119][cH:120][cH:121][cH:122]2)([c:123]2[cH:124][cH:125][cH:126][cH:127][cH:128]2)[c:129]2[cH:130][cH:131][cH:132][cH:133][cH:134]2)[cH:135][cH:136]1>>[CH:1]12[CH2:2][N:3]([c:9]3[c:10]4[c:11]([n:12][c:13](-[c:38]5[cH:37][cH:36][c:35]([N+:32](=[O:33])[O-:34])[cH:40][cH:39]5)[n:14]3)[n:16]([CH:19]3[CH2:20][CH2:21][N:22]([C:25](=[O:26])[O:27][C:28]([CH3:29])([CH3:30])[CH3:31])[CH2:23][CH2:24]3)[n:17][cH:18]4)[CH2:4][CH:5]([CH2:6][CH2:7]1)[O:8]2. Starting materials: O=C1CCC(N2Cc3c(OCc4ccc(CBr)cc4)cccc3C2=O)C(=O)N1, CC#N, CCOC(C)=O, CCN(C(C)C)C(C)C, Cl, O=S1CCNCC1. Product: O=C1CCC(N2Cc3c(OCc4ccc(CN5CCS(=O)CC5)cc4)cccc3C2=O)C(=O)N1. As a reaction SMILES: [Br:18][CH2:19][c:20]1[cH:21][cH:22][c:23]([CH2:24][O:25][c:26]2[c:27]3[c:31]([cH:32][cH:33][cH:34]2)[C:30](=[O:35])[N:29]([CH:36]2[C:37](=[O:43])[NH:38][C:39](=[O:42])[CH2:40][CH2:41]2)[CH2:28]3)[cH:44][cH:45]1.[CH3:46][C:47]#[N:48].[CH3:49][CH2:50][O:51][C:52]([CH3:53])=[O:54].[CH:1]([N:2]([CH2:3][CH3:4])[CH:5]([CH3:6])[CH3:7])([CH3:8])[CH3:9].[ClH:10].[O:11]=[S:12]1[CH2:13][CH2:14][NH:15][CH2:16][CH2:17]1>>[O:11]=[S:12]1[CH2:13][CH2:14][N:15]([CH2:19][c:20]2[cH:21][cH:22][c:23]([CH2:24][O:25][c:26]3[c:27]4[c:31]([cH:32][cH:33][cH:34]3)[C:30](=[O:35])[N:29]([CH:36]3[C:37](=[O:43])[NH:38][C:39](=[O:42])[CH2:40][CH2:41]3)[CH2:28]4)[cH:44][cH:45]2)[CH2:16][CH2:17]1. RXN SMILES: [F:1][C:2]([F:12])([F:11])[C:3]1[CH:4]=[CH:5][C:6]([CH:9]=O)=[N:7][CH:8]=1.[NH2:13][CH2:14][CH2:15][CH2:16][NH2:17]>C1C=CC=CC=1>[F:1][C:2]([F:12])([F:11])[C:3]1[CH:4]=[CH:5][C:6]([CH2:9][NH:13][CH2:14][CH2:15][CH2:16][NH2:17])=[N:7][CH:8]=1. Product: FC(C=1C=CC(=NC1)CNCCCN)(F)F (N-(5-trifluoromethyl-2-pyridylmethyl)trimethylenediamine). Procedure details: 5-Trifluoromethylpicoline aldehyde (3.5 g) was added dropwise at room temperature to a solution of trimethylenediamine (7.4 g) in benzene (70 ml). After the addition, the mixture was gradually heated with stirring, and then while separating water as an azeotrope, refluxed for 2 hours. Benzene was distilled off under reduced pressure, and then the residue was dissolved in ethanol (100 ml). With stirring at 10° to 15° C., sodium borohydride (0.9 g) was added little by little. The mixture was then ... The reactants are FC(C=1C=CC(=NC1)C=O)(F)F (5-Trifluoromethylpicoline aldehyde), NCCCN (trimethylenediamine). The yield is 75.1%. Run in C1=CC=CC=C1 (benzene). The reactants are ClC1=CC=NC2=CC(=CC=C12)Cl (4,7-dichloroquinoline), FC1=C(N)C=C(C(=C1)C)O (2-fluoro-5-hydroxy-4-methylaniline), Cl (hydrochloric acid). The solvent is CC(CCC)O (2-pentanol), C(C)(C)O (isopropanol). Yields the product Cl.ClC1=CC=C2C(=CC=NC2=C1)NC1=C(C=C(C(=C1)O)C)F (7-chloro-4-(2-fluoro-5-hydroxy-4-methylanilino)quinoline hydrochloride). Yield: 88.4%. Reaction SMILES: [Cl:1][C:2]1[C:11]2[C:6](=[CH:7][C:8]([Cl:12])=[CH:9][CH:10]=2)[N:5]=[CH:4][CH:3]=1.[F:13][C:14]1[CH:20]=[C:19]([CH3:21])[C:18]([OH:22])=[CH:17][C:15]=1[NH2:16].Cl>CC(O)CCC.C(O)(C)C>[ClH:1].[Cl:12][C:8]1[CH:7]=[C:6]2[C:11]([C:2]([NH:16][C:15]3[CH:17]=[C:18]([OH:22])[C:19]([CH3:21])=[CH:20][C:14]=3[F:13])=[CH:3][CH:4]=[N:5]2)=[CH:10][CH:9]=1 |f:5.6|. Reported procedure: A solution of 4,7-dichloroquinoline (198 mg, 1 mmol) and 2-fluoro-5-hydroxy-4-methylaniline (1 69 mg, 1.2 mmol), (prepared as described for the starting material in Example 1), in 2-pentanol (5 ml) containing 5M hydrochloric acid in isopropanol (0.5 ml) was heated at reflux for 2 hours. The volatiles were removed by evaporation and the residue was triturated with ether. The solid was collected by filtration, washed with isopropanol, followed by ether and dried under vacuum to give 7-chloro-4-(2-...